From a dataset of the Open Reaction Database (ORD), a public repository of structured organic reaction records. describe an organic reaction: reactants, conditions, products, and yield The reactants are C(C1=CC=CC=C1)N1CC(C(CC1)OC(C(C)(C)C)=O)C (2,2-Dimethyl-propionic acid (3RS,4RS)-1-benzyl-3-methyl-piperidin-4-yl ester), Cl (HCl). Reagents/catalysts: [OH-].[Pd+2].[OH-] (Palladium hydroxide). The solvent is CO (methanol), CO (methanol). Reaction conditions: time 20 hour. Product: CC1CNCCC1OC(C(C)(C)C)=O (2,2-Dimethyl-propionic acid (3RS,4RS)-3-methyl-piperidin-4-yl ester). Reaction SMILES: C([N:8]1[CH2:13][CH2:12][CH:11]([O:14][C:15](=[O:20])[C:16]([CH3:19])([CH3:18])[CH3:17])[CH:10]([CH3:21])[CH2:9]1)C1C=CC=CC=1.Cl>CO.[OH-].[Pd+2].[OH-]>[CH3:21][CH:10]1[CH:11]([O:14][C:15](=[O:20])[C:16]([CH3:19])([CH3:18])[CH3:17])[CH2:12][CH2:13][NH:8][CH2:9]1 |f:3.4.5|. Procedure details: Palladium hydroxide (20% on carbon, 1.5 g) is placed in a round-bottom flask under an argon atmosphere and covered with methanol, A solution of 2,2-dimethyl-propionic acid (3RS,4RS)-1-benzyl-3-methyl-piperidin-4-yl ester (4) (15 g, 51.8 mmol) in 300 ml of methanol is added, followed by an 1.3M methanolic HCl solution (62 ml, 78 mmol). Then the mixture is hydrogenated under normal pressure for 20 h. The solution is filtrated through celite and evaporated under reduced pressure. The residue is dis...